Dataset: the Open Reaction Database (ORD), a public repository of structured organic reaction records. Task: describe an organic reaction: reactants, conditions, products, and yield Starting materials: CCN=C=NCCCN(C)C, CCOC(C)=O, CCN(C(C)C)C(C)C, Cl, NCC(=O)N1CCN(C(=O)c2ccccc2C(F)(F)F)CC1, CN(C)C=O, O, On1nnc2ccccc21, O=C(O)c1ccc(-c2ncccn2)cc1. The product is O=C(NCC(=O)N1CCN(C(=O)c2ccccc2C(F)(F)F)CC1)c1ccc(-c2ncccn2)cc1. As a reaction SMILES: [CH3:35][CH2:36][N:37]=[C:38]=[N:39][CH2:40][CH2:41][CH2:42][N:43]([CH3:44])[CH3:45].[CH3:74][CH2:75][O:76][C:77](=[O:78])[CH3:79].[CH:1]([N:2]([CH2:3][CH3:4])[CH:5]([CH3:6])[CH3:7])([CH3:8])[CH3:9].[ClH:46].[NH2:47][CH2:48][C:49](=[O:50])[N:51]1[CH2:52][CH2:53][N:54]([C:57]([c:58]2[c:59]([C:64]([F:65])([F:66])[F:67])[cH:60][cH:61][cH:62][cH:63]2)=[O:68])[CH2:55][CH2:56]1.[O:69]=[CH:70][N:71]([CH3:72])[CH3:73].[OH2:80].[OH:25][n:26]1[c:27]2[c:28]([cH:29][cH:30][cH:31][cH:32]2)[n:33][n:34]1.[n:10]1[c:11](-[c:16]2[cH:17][cH:18][c:19]([C:20](=[O:21])[OH:22])[cH:23][cH:24]2)[n:12][cH:13][cH:14][cH:15]1>>[n:10]1[c:11](-[c:16]2[cH:17][cH:18][c:19]([C:20](=[O:22])[NH:47][CH2:48][C:49](=[O:50])[N:51]3[CH2:52][CH2:53][N:54]([C:57]([c:58]4[c:59]([C:64]([F:65])([F:66])[F:67])[cH:60][cH:61][cH:62][cH:63]4)=[O:68])[CH2:55][CH2:56]3)[cH:23][cH:24]2)[n:12][cH:13][cH:14][cH:15]1. Reactants: ClC=1C=C(C(=O)OO)C=CC1 (3-chloroperoxybenzoic acid), CSC1=NSC(=N1)C1CCCCC1 (3-methylthio-5-cyclohexyl-1,2,4-thiadiazole), S(=O)(O)[O-].[Na+] (sodium hydrogensulfite). Run in C(Cl)(Cl)Cl (chloroform). Conditions: time 7 hour. Yields the product CS(=O)(=O)C1=NSC(=N1)C1CCCCC1 (3-methylsulfonyl-5-cyclohexyl-1,2,4-thiadiazole). Reaction SMILES: CS[C:3]1[N:7]=[C:6]([CH:8]2[CH2:13][CH2:12][CH2:11][CH2:10][CH2:9]2)[S:5][N:4]=1.Cl[C:15]1C=C(C=CC=1)C(OO)=O.[S:25]([O-:28])(O)=[O:26].[Na+]>C(Cl)(Cl)Cl>[CH3:15][S:25]([C:3]1[N:7]=[C:6]([CH:8]2[CH2:9][CH2:10][CH2:11][CH2:12][CH2:13]2)[S:5][N:4]=1)(=[O:28])=[O:26] |f:2.3|. Reported procedure: 370 mg of 3-methylthio-5-cyclohexyl-1,2,4-thiadiazole was dissolved in 8 ml of chloroform, 1.12 g of 3-chloroperoxybenzoic acid (content>65%) was added thereto, and the reaction mixture was stirred for 7 hours under ice-cooling. Then, the reaction mixture was added to saturated sodium hydrogensulfite aqueous solution, and separated. The organic layer was washed with sodium hydrogencarbonate aqueous solution, dried over anhydrous sodium sulfate, concentrated to give 444 mg of 3-methylsulfonyl-5-c... Starting materials: FC1(CCC(CC1)CNC(=O)C=1C=2C=CC(=NC2C=CC1Cl)Cl)F (2,6-dichloro-quinoline-5-carboxylic acid (4,4-difluoro-cyclohexylmethyl)-amide), CCN(C(C)C)C(C)C (DIPEA), Cl.FC(C1CNCC1)F (3-Difluoromethyl-pyrrolidine hydrochloride). Product: FC1(CCC(CC1)CNC(=O)C=1C=2C=CC(=NC2C=CC1Cl)N1CC(CC1)C(F)F)F (6-Chloro-2-(3-difluoromethyl-pyrrolidin-1-yl)-quinoline-5-carboxylic acid (4,4-difluoro-cyclohexylmethyl)-amide). RXN SMILES: [F:1][C:2]1([F:24])[CH2:7][CH2:6][CH:5]([CH2:8][NH:9][C:10]([C:12]2[C:13]3[CH:14]=[CH:15][C:16](Cl)=[N:17][C:18]=3[CH:19]=[CH:20][C:21]=2[Cl:22])=[O:11])[CH2:4][CH2:3]1.CCN(C(C)C)C(C)C.Cl.[F:35][CH:36]([F:42])[CH:37]1[CH2:41][CH2:40][NH:39][CH2:38]1>>[F:1][C:2]1([F:24])[CH2:7][CH2:6][CH:5]([CH2:8][NH:9][C:10]([C:12]2[C:13]3[CH:14]=[CH:15][C:16]([N:39]4[CH2:40][CH2:41][CH:37]([CH:36]([F:42])[F:35])[CH2:38]4)=[N:17][C:18]=3[CH:19]=[CH:20][C:21]=2[Cl:22])=[O:11])[CH2:4][CH2:3]1 |f:2.3|. Reported procedure: The title compound was synthesized according to the procedure described in example 1 using 2,6-dichloro-quinoline-5-carboxylic acid (4,4-difluoro-cyclohexylmethyl)-amide, DIPEA and 3-Difluoromethyl-pyrrolidine hydrochloride. 1H NMR (400 MHz, DMSO-d6): δ 8.75 (t, J=5.81 Hz, 1H), 7.75 (dd, J=9.31, Hz, 1H), 7.51-7.58 (m, 2H), 7.01 (d, J=9.01 Hz, 1H), 6.05-6.34 (m, 1H), 3.67-3.76 (m, 2H), 3.51-3.57 (m, 2H), 3.22-3.24 (m, 2H), 2.84-2.93 (m, 1H), 2.13-2.21 (m, 1H), 1.99-2.06 (m, 3H), 1.73-1.86 (m, 5H)... Reactants: C(CCC)NC=1C=C(CN)C=C(C1OC1=CC=CC=C1)S(N)(=O)=O (3-n-butylamino-4-phenoxy-5-sulfamylbenzylamine), O (water). Solvent: N1=CC=CC=C1 (pyridine), C(C)(=O)O (acetic acid). Reaction conditions: time 1.5 hour. The product is C(CCC)NC=1C=C(CNC(=O)OCC)C=C(C1OC1=CC=CC=C1)S(N)(=O)=O (N-(3-n-Butylamino-4-phenoxy-5-sulfamylbenzyl)urethan). As a reaction SMILES: [CH2:1]([NH:5][C:6]1[CH:7]=[C:8]([CH:11]=[C:12]([S:21](=[O:24])(=[O:23])[NH2:22])[C:13]=1[O:14][C:15]1[CH:20]=[CH:19][CH:18]=[CH:17][CH:16]=1)[CH2:9][NH2:10])[CH2:2][CH2:3][CH3:4].[OH2:25]>N1C=CC=CC=1.C(O)(=O)C>[CH2:1]([NH:5][C:6]1[CH:7]=[C:8]([CH:11]=[C:12]([S:21](=[O:24])(=[O:23])[NH2:22])[C:13]=1[O:14][C:15]1[CH:16]=[CH:17][CH:18]=[CH:19][CH:20]=1)[CH2:9][NH:10][C:15]([O:14][CH2:13][CH3:6])=[O:25])[CH2:2][CH2:3][CH3:4]. Procedure details: To a stirred solution of 3-n-butylamino-4-phenoxy-5-sulfamylbenzylamine (1.05 g; prepared as described in Example 289) in pyridine (7 ml) ethyl chloroformate (0.3 ml) is dropwise added at 22°-25° C., and the mixture is stirred for a further 1.5 hours. The mixture is then diluted with water (30 ml) and acetic acid (10 ml) to precipitate crude N-(3-n-butylamino-4-phenoxy-5-sulfamylbenzyl)urethan. After filtration and recrystallization from ethanol it is obtained with a melting point of 105°-107° C...